Dataset: the Open Reaction Database (ORD), a public repository of structured organic reaction records. Task: describe an organic reaction: reactants, conditions, products, and yield The reactants are C(C1=CC=CC=C1)(=O)C1CC=CCC1C(C1=CC=CC=C1)=O (4,5-dibenzoylcyclohexene), NCC(=O)OC(C)(C)C (tert-butyl 2-aminoacetate). Run in C(C)(=O)O (acetic acid). The product is C1(=CC=CC=C1)C=1N(C(=C2CC=CCC12)C1=CC=CC=C1)CC(=O)OC(C)(C)C (1,3-diphenyl-2-tert-butoxycarbonylmethyl-4,7-dihydro-2H-isoindole). As a reaction SMILES: [C:1]([CH:9]1[CH:14]([C:15](=O)[C:16]2[CH:21]=[CH:20][CH:19]=[CH:18][CH:17]=2)[CH2:13][CH:12]=[CH:11][CH2:10]1)(=O)[C:2]1[CH:7]=[CH:6][CH:5]=[CH:4][CH:3]=1.[NH2:23][CH2:24][C:25]([O:27][C:28]([CH3:31])([CH3:30])[CH3:29])=[O:26]>C(O)(=O)C>[C:2]1([C:1]2[N:23]([CH2:24][C:25]([O:27][C:28]([CH3:31])([CH3:30])[CH3:29])=[O:26])[C:15]([C:16]3[CH:17]=[CH:18][CH:19]=[CH:20][CH:21]=3)=[C:14]3[C:9]=2[CH2:10][CH:11]=[CH:12][CH2:13]3)[CH:3]=[CH:4][CH:5]=[CH:6][CH:7]=1. Procedure: The procedure is as in Example 6, using as substrate 4,5-dibenzoylcyclohexene (Preparation 2) and as the reagent tert-butyl 2-aminoacetate in the presence of acetic acid.